Dataset: the Open Reaction Database (ORD), a public repository of structured organic reaction records. Task: describe an organic reaction: reactants, conditions, products, and yield Reactants: BrC1=NN=C(O1)C(=O)OCC (ethyl 5-bromo-1,3,4-oxadiazole-2-carboxylate), BrC1=C(O[C@@H]2CNCC2)C=C(C=C1)F ((3S)-3-(2-bromo-5-fluorophenoxy)pyrrolidine), C1CCC2=NCCCN2CC1 (DBU). The solvent is C1CCOC1 (THF). Run at time 0.5 hour. Product: C(C)OC(=O)C=1OC(=NN1)N1C[C@H](CC1)OC1=C(C=CC(=C1)F)Br (Ethyl-5-[(3S)-3-(2-bromo-5-fluorophenoxy)pyrrolidin-1-yl]-1,3,4-oxadiazole-2-carboxylate). As a reaction SMILES: Br[C:2]1[O:6][C:5]([C:7]([O:9][CH2:10][CH3:11])=[O:8])=[N:4][N:3]=1.[Br:12][C:13]1[CH:24]=[CH:23][C:22]([F:25])=[CH:21][C:14]=1[O:15][C@H:16]1[CH2:20][CH2:19][NH:18][CH2:17]1.C1CCN2C(=NCCC2)CC1>C1COCC1>[CH2:10]([O:9][C:7]([C:5]1[O:6][C:2]([N:18]2[CH2:19][CH2:20][C@H:16]([O:15][C:14]3[CH:21]=[C:22]([F:25])[CH:23]=[CH:24][C:13]=3[Br:12])[CH2:17]2)=[N:3][N:4]=1)=[O:8])[CH3:11]. Procedure details: To a mixture of ethyl 5-bromo-1,3,4-oxadiazole-2-carboxylate (0.5 g, 2.26 mmol) and (3S)-3-(2-bromo-5-fluorophenoxy)pyrrolidine (0.5 mL, 3.4 mmol) in THF (4.5 mL) was added DBU (0.5 mL, 3.4 mmol). The mixture was stirred at room temperature for 0.5 h then filtered and the filtrate concentrated. Purification by Combiflash (SiO2, gradient elution 70-100% EtOAc/Hexanes) afforded the desired product as solid. Starting materials: BrC1=C(C=CC=C1)O (2-bromophenol), C([O-])([O-])=O.[K+].[K+] (potassium carbonate), C(C)(C)(C)OC(=O)N1CCC(CC1)OS(=O)(=O)C (4-methanesulfonyloxy-piperidine-1-carboxylic acid tert-butyl ester). Run in O (water), CN(C)C=O (DMF). Reaction conditions: temperature 80 celsius. Yields the product C(C)(C)(C)OC(=O)N1CCC(CC1)OC1=C(C=CC=C1)Br (4-(2-bromo-phenoxy)-piperidine-1-carboxylic acid tert-butyl ester). Yield: 62.2%. RXN SMILES: [Br:1][C:2]1[CH:7]=[CH:6][CH:5]=[CH:4][C:3]=1[OH:8].C(=O)([O-])[O-].[K+].[K+].[C:15]([O:19][C:20]([N:22]1[CH2:27][CH2:26][CH:25](OS(C)(=O)=O)[CH2:24][CH2:23]1)=[O:21])([CH3:18])([CH3:17])[CH3:16]>CN(C=O)C.O>[C:15]([O:19][C:20]([N:22]1[CH2:27][CH2:26][CH:25]([O:8][C:3]2[CH:4]=[CH:5][CH:6]=[CH:7][C:2]=2[Br:1])[CH2:24][CH2:23]1)=[O:21])([CH3:18])([CH3:16])[CH3:17] |f:1.2.3|. Reported procedure: To a stirred solution of 2-bromophenol (0.5 g, 0.00289 mole) in DMF (4 mL) was added potassium carbonate (0.478 g, 0.003468 mole), followed by 4-methanesulfonyloxy-piperidine-1-carboxylic acid tert-butyl ester (0.888 g, 0.00318 mole). The reaction mixture was heated at 80° C. for 6 hours. The mixture was then diluted with water and the product was extracted with ethyl acetate. The ethyl acetate layer was washed with brine solution, dried over sodium sulfate, and concentrated under reduced pressu... Reactants: N1=C(C=CC=C1C)C (2,6-lutidine), CN[C@@H](C1=CC=CC=C1)C ((R)-(+)-N,a-dimethylbenzylamine), ice water, P(=O)(Cl)(Cl)Cl (phosphorus oxychloride). Procedure details: To a cooled (ice/water bath) solution of phosphorus oxychloride (2.83 mL, 30.3 mmol) in DCM (30 mL) was added sequentially, dropwise, and with stirring 2,6-lutidine (7.06 mL, 60.6 mmol) and a DCM solution of (R)-(+)-N,a-dimethylbenzylamine (3.73 g, 27.6 mmol). After 5 minutes, the bath was removed and reaction mixture allowed to warm to ambient temperature. After 1 hour, the reaction solution was washed with a citric acid solution (50 mL×3, 10% w/v aq), dried (MgSO4), filtered through SiO2 and c... RXN SMILES: [P:1]([Cl:5])(Cl)([Cl:3])=[O:2].N1C(C)=CC=CC=1C.[CH3:14][NH:15][C@H:16]([CH3:23])[C:17]1[CH:22]=[CH:21][CH:20]=[CH:19][CH:18]=1>C(Cl)Cl>[CH3:14][N:15]([C@@H:16]([C:17]1[CH:22]=[CH:21][CH:20]=[CH:19][CH:18]=1)[CH3:23])[P:1]([Cl:5])([Cl:3])=[O:2]. Reaction conditions: time 5 minute. Yield: 54.6%. Solvent: C(Cl)Cl (DCM), C(Cl)Cl (DCM). The product is CN(P(=O)(Cl)Cl)[C@H](C)C1=CC=CC=C1 ((R)-Methyl(1-Phenylethyl)Phosphoramidic Dichloride). Reactants: O=C1C(=CN=C2N1CCC1=CC=CC=C21)C(=O)OCC (ethyl 6,7-dihydro-4-oxo-4H-pyrimido[2,1-a]isoquinoline-3-carboxylate), [OH-].[Na+] (NaOH), Cl (HCl). Solvent: C(C)O (ethanol). Product: O=C1C(=CN=C2N1CCC1=CC=CC=C21)C(=O)O (6,7-Dihydro-4-oxo-4H-pyrimido[2,1-a]isoquinoline-3-carboxylic Acid). Yield: 63.0%. As a reaction SMILES: [O:1]=[C:2]1[N:7]2[CH2:8][CH2:9][C:10]3[C:15]([C:6]2=[N:5][CH:4]=[C:3]1[C:16]([O:18]CC)=[O:17])=[CH:14][CH:13]=[CH:12][CH:11]=3.[OH-].[Na+].Cl>C(O)C>[O:1]=[C:2]1[N:7]2[CH2:8][CH2:9][C:10]3[C:15]([C:6]2=[N:5][CH:4]=[C:3]1[C:16]([OH:18])=[O:17])=[CH:14][CH:13]=[CH:12][CH:11]=3 |f:1.2|. Procedure: A mixture of ethyl 6,7-dihydro-4-oxo-4H-pyrimido[2,1-a]isoquinoline-3-carboxylate (1.81 g., 6.7 mmoles), 1.0 N NaOH (25 ml.) and 95% ethanol was refluxed for 20 l minutes. The resulting solution was cooled and acidified with 1.0 HCl (26 ml.) to precipitate the acid, which was crystallized from 2-methoxyethanol to give colorless crystals: 1.02 g. (63% yield), m.p. 215°-217°. An additional recrystallization from 2-methoxyethanol gave material with m.p. 215.5°-217°. Reactants: CC(C)(C)c1ccc(C(=O)Cl)cc1, COc1ccc2[nH]c(C)c(CCN3CCCCC3CC3CCCCC3)c2c1, [H-], [Na+], [Na], CN(C)C=O. Yields the product COc1ccc2c(c1)c(CCN1CCCCC1CC1CCCCC1)c(C)n2C(=O)c1ccc(C(C)(C)C)cc1. Reaction SMILES: [C:31]([CH3:32])([CH3:33])([CH3:34])[c:35]1[cH:36][cH:37][c:38]([C:39](=[O:40])[Cl:41])[cH:42][cH:43]1.[CH:1]1([CH2:7][CH:8]2[N:9]([CH2:14][CH2:15][c:16]3[c:17]([CH3:27])[nH:18][c:19]4[cH:20][cH:21][c:22]([O:25][CH3:26])[cH:23][c:24]34)[CH2:10][CH2:11][CH2:12][CH2:13]2)[CH2:2][CH2:3][CH2:4][CH2:5][CH2:6]1.[H-:28].[Na+:29].[Na:30].[O:44]=[CH:45][N:46]([CH3:47])[CH3:48]>>[CH:1]1([CH2:7][CH:8]2[N:9]([CH2:14][CH2:15][c:16]3[c:17]([CH3:27])[n:18]([C:39]([c:38]4[cH:37][cH:36][c:35]([C:31]([CH3:32])([CH3:33])[CH3:34])[cH:43][cH:42]4)=[O:40])[c:19]4[cH:20][cH:21][c:22]([O:25][CH3:26])[cH:23][c:24]34)[CH2:10][CH2:11][CH2:12][CH2:13]2)[CH2:2][CH2:3][CH2:4][CH2:5][CH2:6]1. Reactants: C(=O)(C(F)(F)F)O (TFA), FC1=C(CC=2C3=C(N=C(N2)NC2=CC=C(C=C2)N2C(=NC=C2)C)CCN(C3)C(=O)OC(C)(C)C)C=CC=C1 (tert-Butyl 4-(2-fluorobenzyl)-2-(4-(2-methyl-1H-imidazol-1-yl)phenylamino)-7,8-dihydropyrido[4,3-d]pyrimidine-6(5H)-carboxylate), C(=O)(O)[O-].[Na+] (NaHCO3). Solvent: C(Cl)Cl (DCM). The product is FC1=C(CC=2C3=C(N=C(N2)NC2=CC=C(C=C2)N2C(=NC=C2)C)CCNC3)C=CC=C1 (4-(2-fluorobenzyl)-N-(4-(2-methyl-1H-imidazol-1-yl)phenyl)-5,6,7,8-tetrahydropyrido[4,3-d]pyrimidin-2-amine). Yield: 53.0%. Reaction SMILES: [F:1][C:2]1[CH:38]=[CH:37][CH:36]=[CH:35][C:3]=1[CH2:4][C:5]1[C:6]2[CH2:27][N:26](C(OC(C)(C)C)=O)[CH2:25][CH2:24][C:7]=2[N:8]=[C:9]([NH:11][C:12]2[CH:17]=[CH:16][C:15]([N:18]3[CH:22]=[CH:21][N:20]=[C:19]3[CH3:23])=[CH:14][CH:13]=2)[N:10]=1.C(O)(C(F)(F)F)=O.C([O-])(O)=O.[Na+]>C(Cl)Cl>[F:1][C:2]1[CH:38]=[CH:37][CH:36]=[CH:35][C:3]=1[CH2:4][C:5]1[C:6]2[CH2:27][NH:26][CH2:25][CH2:24][C:7]=2[N:8]=[C:9]([NH:11][C:12]2[CH:13]=[CH:14][C:15]([N:18]3[CH:22]=[CH:21][N:20]=[C:19]3[CH3:23])=[CH:16][CH:17]=2)[N:10]=1 |f:2.3|. Procedure details: tert-Butyl 4-(2-fluorobenzyl)-2-(4-(2-methyl-1H-imidazol-1-yl)phenylamino)-7,8-dihydropyrido[4,3-d]pyrimidine-6(5H)-carboxylate was dissolved in DCM (5 mL). TFA, 10 eq, was added and the reaction was heated to reflux for 2 h. The mixture was neutralized with sat NaHCO3 and the phases were separated. The organic phase was dried with MgSO4 and the solvent was removed under reduced pressure to yield 4-(2-fluorobenzyl)-N-(4-(2-methyl-1H-imidazol-1-yl)phenyl)-5,6,7,8-tetrahydropyrido[4,3-d]pyrimidin-... Reactants: [I-].[Na+] (Sodium iodide), C(C)(C)(C)OC(CN(C1CCCC1)C(C1=C(C(=CC=C1)Cl)C(C)=S)=O)=O (N-(2-Thioacetyl-3-chlorobenzoyl)-N-cyclopentylglycine t-butyl ester), Cl[Si](C)(C)C (Chlorotrimethylsilane). Solvent: CC#N (CH3CN). Reaction conditions: temperature 55 celsius, time 30 minute. The product is C(C)(=S)C1=C(C(=O)N(CC(=O)O)C2CCCC2)C=CC=C1Cl (N-(2-Thioacetyl-3-chlorobenzoyl)-N-cyclopentylglycine). As a reaction SMILES: C([O:5][C:6](=[O:26])[CH2:7][N:8]([C:14](=[O:25])[C:15]1[CH:20]=[CH:19][CH:18]=[C:17]([Cl:21])[C:16]=1[C:22](=[S:24])[CH3:23])[CH:9]1[CH2:13][CH2:12][CH2:11][CH2:10]1)(C)(C)C.[I-].[Na+].Cl[Si](C)(C)C>CC#N>[C:22]([C:16]1[C:17]([Cl:21])=[CH:18][CH:19]=[CH:20][C:15]=1[C:14]([N:8]([CH:9]1[CH2:13][CH2:12][CH2:11][CH2:10]1)[CH2:7][C:6]([OH:26])=[O:5])=[O:25])(=[S:24])[CH3:23] |f:1.2|. Procedure: N-(2-Thioacetyl-3-chlorobenzoyl)-N-cyclopentylglycine t-butyl ester (20.6 g, 0.05 mol) was dissolved in 150 ml CH3CN. Sodium iodide (11.3 g, 0.075 m) was then added. The resulting slurry was covered with nitrogen and warmed to 55° C. Chlorotrimethylsilane (8.15 g, 0.075 m) was then added in one portion. The reaction was stirred 30 minutes at 55° C. under nitrogen atmosphere. The heat source was removed and the reaction cooled to room temperature in an ice bath. Water (60 ml) and CH2Cl2 (100 ml) ... As a reaction SMILES: [CH3:1][O:2][c:3]1[cH:4][cH:5][c:6](-[c:9]2[cH:10][cH:11][c:12]3[cH:13][cH:14][n:15]([C:18]([O:19][C:20]([CH3:21])([CH3:22])[CH3:23])=[O:24])[c:16]3[cH:17]2)[cH:7][cH:8]1.[CH3:33][OH:34].[Cl:25][CH2:26][Cl:27].[Cl:29][CH:30]([Cl:31])[Cl:32].[OH2:28]>>[CH3:1][O:2][c:3]1[cH:4][cH:5][c:6](-[c:9]2[cH:10][cH:11][c:12]3[cH:13][cH:14][nH:15][c:16]3[cH:17]2)[cH:7][cH:8]1. Reactants: COc1ccc(-c2ccc3ccn(C(=O)OC(C)(C)C)c3c2)cc1, CO, ClCCl, ClC(Cl)Cl, O. Product: COc1ccc(-c2ccc3cc[nH]c3c2)cc1. Product: O=c1[nH]c2ncc(-c3ccc(-n4cccn4)cc3)nc2n1CCC1CCOCC1. Reaction SMILES: [Br:44][c:45]1[n:46][c:47]2[n:48]([CH2:55][CH:56]3[CH2:57][CH2:58][O:59][CH2:60][CH2:61]3)[c:49](=[O:50])[nH:51][c:52]2[n:53][cH:54]1.[CH3:29][Sn:30]([CH3:31])([CH3:32])[c:33]1[cH:34][cH:35][c:36](-[n:37]2[cH:38][cH:39][cH:40][n:41]2)[cH:42][cH:43]1.[O:62]=[CH:63][N:64]([CH3:65])[CH3:66].[n:1]1(-[c:6]2[cH:7][cH:8][c:9](-[c:12]3[cH:13][n:14][c:15]4[c:16]([n:17]3)[n:18]([CH2:22][CH:23]3[CH2:24][CH2:25][O:26][CH2:27][CH2:28]3)[c:19](=[O:21])[nH:20]4)[cH:10][cH:11]2)[n:2][cH:3][cH:4][cH:5]1>>[n:1]1(-[c:6]2[cH:7][cH:8][c:9](-[c:12]3[cH:13][n:14][c:15]4[c:16]([n:17]3)[n:18]([CH2:22][CH2:55][CH:56]3[CH2:57][CH2:58][O:59][CH2:60][CH2:61]3)[c:19](=[O:21])[nH:20]4)[cH:10][cH:11]2)[n:2][cH:3][cH:4][cH:5]1. Reactants: O=c1[nH]c2ncc(Br)nc2n1CC1CCOCC1, C[Sn](C)(C)c1ccc(-n2cccn2)cc1, CN(C)C=O, O=c1[nH]c2ncc(-c3ccc(-n4cccn4)cc3)nc2n1CC1CCOCC1. The reactants are C(C)(=O)OC(C)=O (acetic anhydride), BrC1=CC=C(C=N1)C(C)N (1-(6-bromo-pyridin-3-yl)-ethylamine). Yields the product BrC1=CC=C(C=N1)C(C)NC(C)=O (N-[1-(6-Bromo-pyridin-3-yl)-ethyl]acetamide). Reaction SMILES: C(O[C:5](=[O:7])[CH3:6])(=O)C.[Br:8][C:9]1[N:14]=[CH:13][C:12]([CH:15]([NH2:17])[CH3:16])=[CH:11][CH:10]=1>>[Br:8][C:9]1[N:14]=[CH:13][C:12]([CH:15]([NH:17][C:5](=[O:7])[CH3:6])[CH3:16])=[CH:11][CH:10]=1. Procedure: Reagents: acetic anhydride and 1-(6-bromo-pyridin-3-yl)-ethylamine